Dataset: the Open Reaction Database (ORD), a public repository of structured organic reaction records. Task: describe an organic reaction: reactants, conditions, products, and yield The reactants are COC1=NS(N=C1OC)(=O)=O (3,4-dimethoxy-1,2,5-thiadiazole 1,1-dioxide), N(C(=N)N)C=1OC=C(N1)CCCCN ((2-guanidino-4-oxazolyl]butylamine), N(C(=N)N)C=1OC=C(N1)CCCCNC1(C=NS(N1)(=O)=O)OC (4-[(2-guanidino-4-oxazolyl]butylamino}-4-methoxy-1,2,5-thiadiazole 1,1-dioxide), CN (methylamine). The product is N(C(=N)N)C=1OC=C(N1)CCCCNC1(C=NS(N1)(=O)=O)NC (4-[(2-Guanidino-4-oxazolyl]butylamino}-4-methylamino-1,2,5-thiadiazole 1,1-dioxide). As a reaction SMILES: COC1C(OC)=NS(=O)(=O)N=1.[NH:12]([C:16]1[O:17][CH:18]=[C:19]([CH2:21][CH2:22][CH2:23][CH2:24][NH2:25])[N:20]=1)[C:13]([NH2:15])=[NH:14].N(C1OC=C(CCC[CH2:38][NH:39][C:40]2(OC)[NH:44][S:43](=[O:46])(=[O:45])[N:42]=[CH:41]2)N=1)C(N)=N.CN>>[NH:12]([C:16]1[O:17][CH:18]=[C:19]([CH2:21][CH2:22][CH2:23][CH2:24][NH:25][C:40]2([NH:39][CH3:38])[NH:44][S:43](=[O:46])(=[O:45])[N:42]=[CH:41]2)[N:20]=1)[C:13]([NH2:15])=[NH:14]. Procedure: When a suspension of 3,4-dimethoxy-1,2,5-thiadiazole 1,1-dioxide is reacted with an equimolar amount of 4-[(2-guanidino-4-oxazolyl]butylamine [prepared according to the procedure described in Belgian Pat. No. 866,155] and the resultant 3-{4-[(2-guanidino-4-oxazolyl]butylamino}-4-methoxy-1,2,5-thiadiazole 1,1-dioxide is treated with excess methylamine, the title compound is thereby produced. The reactants are O=C(CC)NC(C(=O)OCC)(C(=O)OCC)CC=1C=CC=C2C=CC=NC12 (diethyl ((1-oxopropyl)amino)(8-quinolinylmethyl)-propanedioate), oxide, [H][H] (hydrogen). Solvent: C(C)(=O)O (acetic acid). The product is O=C1N2CCCC3=C2C(CC1(C(=O)OCC)NC(CC)=O)=CC=C3 (Ethyl 2,3,6,7-tetrahydro-3-oxo-2-((1-oxopropyl)amino)- 1H,5H-benzo(ij)quinoliz-ine-2-carboxylate). Yield: 77.8%. RXN SMILES: [O:1]=[C:2]([NH:5][C:6]([CH2:17][C:18]1[CH:19]=[CH:20][CH:21]=[C:22]2[C:27]=1[N:26]=[CH:25][CH:24]=[CH:23]2)([C:12]([O:14][CH2:15][CH3:16])=[O:13])[C:7]([O:9]CC)=O)[CH2:3][CH3:4].[H][H]>C(O)(=O)C>[O:9]=[C:7]1[C:6]([NH:5][C:2](=[O:1])[CH2:3][CH3:4])([C:12]([O:14][CH2:15][CH3:16])=[O:13])[CH2:17][C:18]2=[CH:19][CH:20]=[CH:21][C:22]3=[C:27]2[N:26]1[CH2:25][CH2:24][CH2:23]3. Procedure: A mixture of diethyl ((1-oxopropyl)amino)(8-quinolinylmethyl)-propanedioate (17.47 g, 0.047 mol) and platnium oxide (0.72 g) in glacial acetic acid (150 mL) was hydrogenated (50 lb initial pressure) until hydrogen uptake ceased (1.8 equiv). The mixture was filtered through celite and the solvent removed under reduced pressure. The product was crystallized from ethyl acetate to give 12.08 g of crystals, mp 136°-140° C. A sample was recrystallized from ethyl acetate for analysis; mp 137°-141° C. A... The reactants are CN1N=C(C(=C1C(=O)N)[N+](=O)[O-])CCC (1-methyl4-nitro-3-n-propylpyrazole-5-carboxamide), A-0463756, [H][H] (hydrogen). Reagents/catalysts: [Pd] (palladium on charcoal). Run in C(C)(=O)OCC (ethyl acetate). Conditions: time 4 hour. Yields the product NC=1C(=NN(C1C(=O)N)C)CCC (4-Amino-1-methyl-3-n-propylpyrazole-5-carboxamide). Reaction SMILES: [CH3:1][N:2]1[C:6]([C:7]([NH2:9])=[O:8])=[C:5]([N+:10]([O-])=O)[C:4]([CH2:13][CH2:14][CH3:15])=[N:3]1.[H][H]>[Pd].C(OCC)(=O)C>[NH2:10][C:5]1[C:4]([CH2:13][CH2:14][CH3:15])=[N:3][N:2]([CH3:1])[C:6]=1[C:7]([NH2:9])=[O:8]. Reported procedure: A stirred suspension of 1-methyl4-nitro-3-n-propylpyrazole-5-carboxamide (EP-A-0463756; 237.7 g, 1.12 mol) and 5% palladium on charcoal (47.5 g) in ethyl acetate (2.02 l) was hydrogenated at 344.7 kPa (50 psi) and 50° C. for 4 hours, when the uptake of hydrogen was complete. The cool reaction mixture was filtered, then the filter pad washed with ethyl acetate, the combined filtrate and washings thus furnishing an ethyl acetate solution of the title compound (EP-A-0463756) which was of sufficient...